Dataset: the Open Reaction Database (ORD), a public repository of structured organic reaction records. Task: describe an organic reaction: reactants, conditions, products, and yield Starting materials: CNC(C=C1CC2(C3=CC=CC=C13)CCCC2)=O (N-Methyl-[spiro(cyclopentane-1,1'-indan)-3'-yliden]acetamide), C([O-])(O)=O.[Na+] (sodium bicarbonate), ClC1=CC(=CC=C1)C(=O)OO (m-chloroperbenzoic acid), product. Solvent: ClCCl (dichloromethane). Reaction conditions: temperature 20 celsius, time 1.5 hour. Yields the product OC(C(=O)NC)C1=CC2(C3=CC=CC=C13)CCCC2 (α-hydroxy-N-methyl-[spiro(cyclopentane-1,1'-indene)-3'-yl]acetamide). RXN SMILES: [CH3:1][NH:2][C:3](=[O:18])[CH:4]=[C:5]1[C:13]2[C:8](=[CH:9][CH:10]=[CH:11][CH:12]=2)[C:7]2([CH2:17][CH2:16][CH2:15][CH2:14]2)[CH2:6]1.C(=O)(O)[O-:20].[Na+].ClC1C=CC=C(C(OO)=O)C=1>ClCCl>[OH:20][CH:4]([C:5]1[C:13]2[C:8](=[CH:9][CH:10]=[CH:11][CH:12]=2)[C:7]2([CH2:14][CH2:15][CH2:16][CH2:17]2)[CH:6]=1)[C:3]([NH:2][CH3:1])=[O:18] |f:1.2|. Procedure details: N-Methyl-[spiro(cyclopentane-1,1'-indan)-3'-yliden]acetamide (9.6 g; Swedish Pat. No. 7203905-0) is dissolved in dichloromethane (200 ml) and added to sodium bicarbonate solution (30 ml; 0.5 M). The solution is treated with m-chloroperbenzoic acid (13.76 g of a 50% product) in small portions with stirring at about 20° C. After stirring for an additional 2 hours, the solution is washed with saturated sodium carbonate solution and water and dried with sodium sulphate. The solvent is evaporated and... Reactants: C(C)(C)(C)OC(=O)NNCC1=CC=C(C=C1)C1=NC=CC=C1 (N′-(4-Pyridin-2-yl-benzyl)-hydrazinecarboxylic acid tert-butyl ester), O1C[C@@H]1[C@H](CC1=CC=CC=C1)NC(=O)OC(C)(C)C ((2S,3S)-1,2-epoxy-3-(Boc-amino)-4-phenylbutane). Run in CC(C)O (2-propanol). Product: C(C)(C)(C)OC(=O)NN(CC1=CC=C(C=C1)C1=NC=CC=C1)CC(C(CC1=CC=CC=C1)NC(=O)OC(C)(C)C)O (N′-(3-tert-Butoxycarbonylamino-2-hydroxy-4-phenyl-butyl)-N′-(4-pyridin-2-yl-benzyl)-hydrazinecarboxylic acid tert-butyl ester). Yield: 66.0%. As a reaction SMILES: [C:1]([O:5][C:6]([NH:8][NH:9][CH2:10][C:11]1[CH:16]=[CH:15][C:14]([C:17]2[CH:22]=[CH:21][CH:20]=[CH:19][N:18]=2)=[CH:13][CH:12]=1)=[O:7])([CH3:4])([CH3:3])[CH3:2].[O:23]1[C@@H:25]([C@@H:26]([NH:34][C:35]([O:37][C:38]([CH3:41])([CH3:40])[CH3:39])=[O:36])[CH2:27][C:28]2[CH:33]=[CH:32][CH:31]=[CH:30][CH:29]=2)[CH2:24]1>CC(O)C>[C:1]([O:5][C:6]([NH:8][N:9]([CH2:24][CH:25]([OH:23])[CH:26]([NH:34][C:35]([O:37][C:38]([CH3:41])([CH3:40])[CH3:39])=[O:36])[CH2:27][C:28]1[CH:33]=[CH:32][CH:31]=[CH:30][CH:29]=1)[CH2:10][C:11]1[CH:16]=[CH:15][C:14]([C:17]2[CH:22]=[CH:21][CH:20]=[CH:19][N:18]=2)=[CH:13][CH:12]=1)=[O:7])([CH3:4])([CH3:2])[CH3:3]. Procedure: Into a 100 mL flask was placed (5) (1.0 g, 3.34 mmol), (6) (2S,3S)-1,2-epoxy-3-(Boc-amino)-4-phenylbutane (2.78 g, 10.5 mmol, 3.16 equivalents), and 2-propanol (15 mL). The reaction was heated to reflux. After approximately 61 hours of refluxing, the heat was removed, and the mixture cooled to room temperature. To the cooled mixture was added water/ice (50 mL). To the aqueous mixture was added dichloromethane (50 mL) and then transferred to a separatory funnel. The aqueous layer was extracted wi...